This data is from the Open Reaction Database (ORD), a public repository of structured organic reaction records. The task is: describe an organic reaction: reactants, conditions, products, and yield Starting materials: CCO, Cl, CCOC(=O)c1cccc(S(=O)(=O)Nc2ccc(C(F)(F)F)cc2)c1, [Na+], [OH-], O. Yields the product O=C(O)c1cccc(S(=O)(=O)Nc2ccc(C(F)(F)F)cc2)c1. Reaction SMILES: [CH3:26][CH2:27][OH:28].[ClH:31].[F:1][C:2]([c:3]1[cH:4][cH:5][c:6]([NH:9][S:10](=[O:11])(=[O:12])[c:13]2[cH:14][c:15]([C:16](=[O:17])[O:18][CH2:19][CH3:20])[cH:21][cH:22][cH:23]2)[cH:7][cH:8]1)([F:24])[F:25].[Na+:30].[OH-:29].[OH2:32]>>[F:1][C:2]([c:3]1[cH:4][cH:5][c:6]([NH:9][S:10](=[O:11])(=[O:12])[c:13]2[cH:14][c:15]([C:16](=[O:17])[OH:18])[cH:21][cH:22][cH:23]2)[cH:7][cH:8]1)([F:24])[F:25]. Starting materials: CCOC(=O)c1nc(Br)c2onc(-c3ccccc3)c2c1O, C[Sn](C)(C)C, CN(C)C=O, Cl[Pd]Cl, c1ccc(P(c2ccccc2)c2ccccc2)cc1, c1ccc(P(c2ccccc2)c2ccccc2)cc1. The product is CCOC(=O)c1nc(C)c2onc(-c3ccccc3)c2c1O. RXN SMILES: [CH2:1]([CH3:2])[O:3][C:4](=[O:5])[c:6]1[c:7]([OH:22])[c:8]2[c:9]([c:10]([Br:12])[n:11]1)[o:13][n:14][c:15]2-[c:16]1[cH:17][cH:18][cH:19][cH:20][cH:21]1.[CH3:23][Sn:24]([CH3:25])([CH3:26])[CH3:27].[CH3:69][N:70]([CH3:71])[CH:72]=[O:73].[Pd:28]([Cl:29])[Cl:30].[c:31]1([P:32]([c:33]2[cH:34][cH:35][cH:36][cH:37][cH:38]2)[c:39]2[cH:40][cH:41][cH:42][cH:43][cH:44]2)[cH:45][cH:46][cH:47][cH:48][cH:49]1.[c:50]1([P:51]([c:52]2[cH:53][cH:54][cH:55][cH:56][cH:57]2)[c:58]2[cH:59][cH:60][cH:61][cH:62][cH:63]2)[cH:64][cH:65][cH:66][cH:67][cH:68]1>>[CH2:1]([CH3:2])[O:3][C:4](=[O:5])[c:6]1[c:7]([OH:22])[c:8]2[c:9]([c:10]([CH3:23])[n:11]1)[o:13][n:14][c:15]2-[c:16]1[cH:17][cH:18][cH:19][cH:20][cH:21]1. Starting materials: CCOC(C)=O, NC=O, CCn1c(=O)c(-c2cc(NC(=O)Nc3ccc(F)c(CN4CCN(C)CC4)c3)c(F)cc2C)cc2cnc(Cl)cc21, [K+], [K+], O=C([O-])[O-], C1COCCO1. Yields the product CCn1c(=O)c(-c2cc(NC(=O)Nc3ccc(F)c(CN4CCN(C)CC4)c3)c(F)cc2C)cc2cnc(NC=O)cc21. Reaction SMILES: [CH3:51][CH2:52][O:53][C:54]([CH3:55])=[O:56].[CH:42](=[O:43])[NH2:44].[Cl:1][c:2]1[n:3][cH:4][c:5]2[cH:6][c:7](-[c:15]3[c:16]([CH3:41])[cH:17][c:18]([F:40])[c:19]([NH:21][C:22](=[O:23])[NH:24][c:25]4[cH:26][c:27]([CH2:32][N:33]5[CH2:34][CH2:35][N:36]([CH3:39])[CH2:37][CH2:38]5)[c:28]([F:31])[cH:29][cH:30]4)[cH:20]3)[c:8](=[O:14])[n:9]([CH2:12][CH3:13])[c:10]2[cH:11]1.[K+:45].[K+:46].[O-:47][C:48]([O-:49])=[O:50].[O:57]1[CH2:58][CH2:59][O:60][CH2:61][CH2:62]1>>[c:2]1([NH:44][CH:42]=[O:43])[n:3][cH:4][c:5]2[cH:6][c:7](-[c:15]3[c:16]([CH3:41])[cH:17][c:18]([F:40])[c:19]([NH:21][C:22](=[O:23])[NH:24][c:25]4[cH:26][c:27]([CH2:32][N:33]5[CH2:34][CH2:35][N:36]([CH3:39])[CH2:37][CH2:38]5)[c:28]([F:31])[cH:29][cH:30]4)[cH:20]3)[c:8](=[O:14])[n:9]([CH2:12][CH3:13])[c:10]2[cH:11]1. The reactants are C1(CC1)N(C(C1=CC=C(C=C1)C1=CN=CO1)=O)C1CCN(CC1)C(NO)=N (N-cyclopropyl-N-[1-(N-hydroxycarbamimidoyl)-piperidin-4-yl]-4-oxazol-5-yl-benzamide), C1(CC1)C(=O)Cl (cyclopropanecarbonyl chloride). The product is C1(CC1)N(C(C1=CC=C(C=C1)C1=CN=CO1)=O)C1CCN(CC1)C1=NOC(=N1)C1CC1 (N-Cyclopropyl-N-[1-(5-cyclopropyl-[1,2,4]oxadiazol-3-yl)-piperidin-4-yl]-4-oxazol-5-yl-benzamide). Reaction SMILES: [CH:1]1([N:4]([CH:18]2[CH2:23][CH2:22][N:21]([C:24](=[NH:27])[NH:25][OH:26])[CH2:20][CH2:19]2)[C:5](=[O:17])[C:6]2[CH:11]=[CH:10][C:9]([C:12]3[O:16][CH:15]=[N:14][CH:13]=3)=[CH:8][CH:7]=2)[CH2:3][CH2:2]1.[CH:28]1([C:31](Cl)=O)[CH2:30][CH2:29]1>>[CH:1]1([N:4]([CH:18]2[CH2:23][CH2:22][N:21]([C:24]3[N:27]=[C:31]([CH:28]4[CH2:30][CH2:29]4)[O:26][N:25]=3)[CH2:20][CH2:19]2)[C:5](=[O:17])[C:6]2[CH:11]=[CH:10][C:9]([C:12]3[O:16][CH:15]=[N:14][CH:13]=3)=[CH:8][CH:7]=2)[CH2:3][CH2:2]1. Procedure: The title compound is prepared from N-cyclopropyl-N-[1-(N-hydroxycarbamimidoyl)-piperidin-4-yl]-4-oxazol-5-yl-benzamide and cyclopropanecarbonyl chloride following a procedure analogous to that described in Example 47. LC (method 2): tR=1.20 min; Mass spectrum (ESI+): m/z=420 [M+H]+. The reactants are CO, COC(=O)C1CC(=O)CC1C, Cl, [Na+], [OH-]. Yields the product CC1CC(=O)CC1C(=O)O. Reaction SMILES: [CH3:15][OH:16].[CH3:1][CH:2]1[CH:3]([C:8](=[O:9])[O:10][CH3:11])[CH2:4][C:5](=[O:7])[CH2:6]1.[ClH:14].[Na+:13].[OH-:12]>>[CH3:1][CH:2]1[CH:3]([C:8](=[O:9])[OH:10])[CH2:4][C:5](=[O:7])[CH2:6]1. The reactants are C1(CCCCC1)CN1C(NN=C1CCN1CCN(CC1)C1=CC(=CC=C1)[N+](=O)[O-])=O (4-(Cyclohexylmethyl)-5-{2-[4-(3-nitrophenyl)piperazin-1-yl]ethyl}-2,4-dihydro-3H-1,2,4-triazol-3-one). The reagents and catalysts are [Pd] (Pd/C). Run in CO (methanol). Conditions: time 3 day. Yields the product NC=1C=C(C=CC1)N1CCN(CC1)CCC=1N(C(NN1)=O)CC1CCCCC1 (5-{2-[4-(3-aminophenyl)piperazin-1-yl]ethyl}-4-(cyclohexylmethyl)-2,4-dihydro-3H-1,2,4-triazol-3-one). The yield is 93.9%. As a reaction SMILES: [CH:1]1([CH2:7][N:8]2[C:12]([CH2:13][CH2:14][N:15]3[CH2:20][CH2:19][N:18]([C:21]4[CH:26]=[CH:25][CH:24]=[C:23]([N+:27]([O-])=O)[CH:22]=4)[CH2:17][CH2:16]3)=[N:11][NH:10][C:9]2=[O:30])[CH2:6][CH2:5][CH2:4][CH2:3][CH2:2]1>CO.[Pd]>[NH2:27][C:23]1[CH:22]=[C:21]([N:18]2[CH2:17][CH2:16][N:15]([CH2:14][CH2:13][C:12]3[N:8]([CH2:7][CH:1]4[CH2:6][CH2:5][CH2:4][CH2:3][CH2:2]4)[C:9](=[O:30])[NH:10][N:11]=3)[CH2:20][CH2:19]2)[CH:26]=[CH:25][CH:24]=1. Reported procedure: To a solution of 4-(cyclohexylmethyl)-5-{2-[4-(3-nitrophenyl)piperazin-1-yl]ethyl}-2,4-dihydro-3H-1,2,4-triazol-3-one D9 (0.30 g, 0.72 mmol) in methanol (20 mL), a catalytic amount of 10% Pd/C was added and the slurry was pressurized to 20-30 bar in an autoclave for 3 days. The catalyst was filtered through a Celite pad and the filtrate was evaporated to afford 0.26 g (93%) 5-{2-[4-(3-aminophenyl)piperazin-1-yl]ethyl}-4-(cyclohexylmethyl)-2,4-dihydro-3H-1,2,4-triazol-3-one D10 as an orange semi-... Reactants: CN1C=CC=C1C(=O)C1=CC=C(C=C1)C.C(C)OC(CNC(C)=O)=O (1-methyl-5-p-toluoylpyrrole 2-acetamidoacetic acid ethyl ester), Cl (HCl), C(C)O (ethanol), [OH-].[Na+] (NaOH). Solvent: O (water), C1CCOC1 (THF). Conditions: time 1.5 hour. Yields the product CN1C=CC=C1C(=O)C1=CC=C(C=C1)C.C(C)(=O)NCC(=O)O (1-methyl-5-p-toluoylpyrrole 2-acetamidoacetic acid). Isolated yield 55.9%. As a reaction SMILES: [CH3:1][N:2]1[C:6]([C:7]([C:9]2[CH:14]=[CH:13][C:12]([CH3:15])=[CH:11][CH:10]=2)=[O:8])=[CH:5][CH:4]=[CH:3]1.C([O:18][C:19](=[O:25])[CH2:20][NH:21][C:22](=[O:24])[CH3:23])C.C(O)C.[OH-].[Na+].Cl>O.C1COCC1>[CH3:1][N:2]1[C:6]([C:7]([C:9]2[CH:10]=[CH:11][C:12]([CH3:15])=[CH:13][CH:14]=2)=[O:8])=[CH:5][CH:4]=[CH:3]1.[C:22]([NH:21][CH2:20][C:19]([OH:25])=[O:18])(=[O:24])[CH3:23] |f:0.1,3.4,8.9|. Procedure details: A mixture consisting of 4.45 grams (0.013 moles) of 1-methyl-5-p-toluoylpyrrole-2-acetamidoacetic acid ethyl ester (1-b), 50 ml of ethanol, 25 ml of THF and 19.5 ml (0.0195 moles) of 1N NaOH was kept under stirring at room temperature (20°-25° C.) for 1.5 hours. The mixture was then diluted with water to 300 ml and slowly acidified with 37% HCl. A solid product precipitated which, after filtration and drying, weighed 3.4 grams and was crystallized from ethanol thus giving 2.3 grams of a compound...